From a dataset of the Open Reaction Database (ORD), a public repository of structured organic reaction records. describe an organic reaction: reactants, conditions, products, and yield Starting materials: CC(=O)NC(CC(C)C)C(=O)O, CO, COc1cc2c(cc1O)C(Cc1ccc(OC)c(OC)c1)NCC2. Product: CC(=O)NC(CC(C)C)C(=O)[O-], COc1cc2c(cc1O)C(Cc1ccc(OC)c(OC)c1)NCC2. RXN SMILES: [CH3:25][CH:26]([CH3:27])[CH2:28][CH:29]([NH:30][C:31]([CH3:32])=[O:33])[C:34]([OH:35])=[O:36].[CH3:37][OH:38].[OH:1][c:2]1[c:3]([O:23][CH3:24])[cH:4][c:5]2[c:10]([cH:11]1)[CH:9]([CH2:12][c:13]1[cH:14][c:15]([O:21][CH3:22])[c:16]([O:19][CH3:20])[cH:17][cH:18]1)[NH:8][CH2:7][CH2:6]2>>[CH3:25][CH:26]([CH3:27])[CH2:28][CH:29]([NH:30][C:31]([CH3:32])=[O:33])[C:34](=[O:35])[O-:36].[OH:1][c:2]1[c:3]([O:23][CH3:24])[cH:4][c:5]2[c:10]([cH:11]1)[CH:9]([CH2:12][c:13]1[cH:14][c:15]([O:21][CH3:22])[c:16]([O:19][CH3:20])[cH:17][cH:18]1)[NH:8][CH2:7][CH2:6]2. The reactants are Cc1[nH]c2ccc(Cl)cc2c1-c1ccccc1, CN(C)C=O, Cc1ccccc1, NC(=O)CCl, [H-], [Na+], O. Yields the product Cc1c(-c2ccccc2)c2cc(Cl)ccc2n1CC(N)=O. As a reaction SMILES: [CH3:1][c:2]1[nH:3][c:4]2[cH:5][cH:6][c:7]([Cl:17])[cH:8][c:9]2[c:10]1-[c:11]1[cH:12][cH:13][cH:14][cH:15][cH:16]1.[CH3:26][N:27]([CH3:28])[CH:29]=[O:30].[CH3:31][c:32]1[cH:33][cH:34][cH:35][cH:36][cH:37]1.[Cl:20][CH2:21][C:22](=[O:23])[NH2:24].[H-:18].[Na+:19].[OH2:25]>>[CH3:1][c:2]1[n:3]([CH2:21][C:22](=[O:23])[NH2:24])[c:4]2[cH:5][cH:6][c:7]([Cl:17])[cH:8][c:9]2[c:10]1-[c:11]1[cH:12][cH:13][cH:14][cH:15][cH:16]1. Yields the product BrC=1C=CC2=C(OC3=C2C=CC=C3)C1 (3-Bromodibenzofuran). Reaction SMILES: [CH:1]1[C:9]2[C:8]3[CH:10]=[CH:11][CH:12]=[CH:13][C:7]=3[O:6][C:5]=2[CH:4]=[C:3](N)[CH:2]=1.N([O-])=O.[Na+].[BrH:19]>O.[Cu](Br)Br>[Br:19][C:3]1[CH:2]=[CH:1][C:9]2[C:8]3[CH:10]=[CH:11][CH:12]=[CH:13][C:7]=3[O:6][C:5]=2[CH:4]=1 |f:1.2|. Reported procedure: Combine N-dibenzofuran-3-ylamine (2.0 g, 10.8 mmol), water (20 ml), and conc. hydrobromic acid (6 ml). Cool to 0° C. Add a solution of sodium nitrite (0.7 g, 10.8 mmol) in water (16 ml). After 15 minutes add the mixture above to a mixture of copper bromide (1.7 g, 12.3 mmol) in water (9.2 ml) and hydrobromic acid (4 ml). Warm to ambient temperature. After 18 hours, add water and extract with dichloromethane. Combine the organic layers and wash sequentially with distilled water and brine and then... Reactants: C1=CC(=CC=2OC3=C(C21)C=CC=C3)N (N-dibenzofuran-3-ylamine), N(=O)[O-].[Na+] (sodium nitrite), Br (hydrobromic acid), Br (hydrobromic acid). The reagents and catalysts are [Cu](Br)Br (copper bromide). Solvent: O (water), O (water), O (water), O (water). Conditions: temperature 0 celsius, time 18 hour.